From a dataset of the Open Reaction Database (ORD), a public repository of structured organic reaction records. describe an organic reaction: reactants, conditions, products, and yield The reactants are C1CSS[C@@H]1CCCCC(=O)O (R-(+)-thioctic acid), S-(-)-thioctic acid. Solvent: C1CCCCC1 (cyclohexane), C(C)(=O)OCC (ethyl acetate). Conditions: temperature -7.5 celsius. Yields the product C1CSSC1CCCCC(=O)O (thioctic acid). Yield: 86.5%. Reaction SMILES: [CH2:1]1[C@@H:5]([CH2:6][CH2:7][CH2:8][CH2:9][C:10]([OH:12])=[O:11])[S:4][S:3][CH2:2]1>C1CCCCC1.C(OCC)(=O)C>[CH2:1]1[CH:5]([CH2:6][CH2:7][CH2:8][CH2:9][C:10]([OH:12])=[O:11])[S:4][S:3][CH2:2]1. Procedure details: A solution which contained 20.0 g R-(+)-thioctic acid and 5.0 g S-(-)-thioctic acid in a mixture of 225 ml cyclohexane and 25 ml ethyl acetate was cooled off from 35 to 40° C. down to -5 to -10° C., filtered and dried. 17.3 g thioctic acid were obtained in the novel modification as first crystallizate. The R-(+)-thioctic acid content was 75.6% with a melting range of 49 to 54° C. Starting materials: 5-chloro-2-[3-(iodomethyl)-5-methyl-4H-1,2,4-triazol-4-triazol-4-yl]benzophenone, ClC=1C=CC(=C(C(=O)C2=CC=CC=C2)C1)N1C(=NN=C1C)CCl (5-Chloro-2-[3-(chloromethyl)-5-methyl-4H-1,2,4-triazol-4-yl]benzophenone), [I-].[Na+] (sodium iodide), ice water. The solvent is CC(=O)C (acetone). Run at time 54 minute. The product is ClC=1C=CC(=C(C(=O)C2=CC=CC=C2)C1)N1C(=NN=C1C)CI (5-Chloro-2-[3-(iodomethyl)-5-methyl-4H-1,2,4 -triazol-4-yl]benzophenone). As a reaction SMILES: [Cl:1][C:2]1[CH:3]=[CH:4][C:5]([N:16]2[C:20]([CH3:21])=[N:19][N:18]=[C:17]2[CH2:22]Cl)=[C:6]([CH:15]=1)[C:7]([C:9]1[CH:14]=[CH:13][CH:12]=[CH:11][CH:10]=1)=[O:8].[I-:24].[Na+]>CC(C)=O>[Cl:1][C:2]1[CH:3]=[CH:4][C:5]([N:16]2[C:20]([CH3:21])=[N:19][N:18]=[C:17]2[CH2:22][I:24])=[C:6]([CH:15]=1)[C:7]([C:9]1[CH:14]=[CH:13][CH:12]=[CH:11][CH:10]=1)=[O:8] |f:1.2|. Procedure details: 5-Chloro-2-[3-(chloromethyl)-5-methyl-4H-1,2,4-triazol-4-yl]benzophenone (346 mg. 0.001 mole) is added to a stirred solution of sodium iodide (300 mg., 0.002 mole) in acetone, and the resulting mixture is stirred at ambient temperature for 6 hours 54 minutes and poured into ice water. This mixture is extracted with chloroform. The extract is washed with brine, dried and concentrated. The residue is crystallized from methylene chloride-ethyl acetate to give: 0.227 g. of melting point 185.5°-192° ... Reactants: C([O-])([O-])=O.[K+].[K+] (potassium carbonate), [Cl-].NC1=[N+](C=CC=N1)CSC1=C(C=CC=C1)Br (2-amino-1-[[(o-bromophenyl)thio]methyl]pyrimidinium chloride). The solvent is C(CC)O (n-propanol). The product is N=C1N(C=CC=N1)CSC1=C(C=CC=C1)Br (2-Imino-1-[[(o-bromophenyl)thio]methyl]pyrimidine). Isolated yield 97.4%. RXN SMILES: C(=O)([O-])[O-].[K+].[K+].[Cl-].[NH2:8][C:9]1[N:14]=[CH:13][CH:12]=[CH:11][N+:10]=1[CH2:15][S:16][C:17]1[CH:22]=[CH:21][CH:20]=[CH:19][C:18]=1[Br:23]>C(O)CC>[NH:8]=[C:9]1[N:14]=[CH:13][CH:12]=[CH:11][N:10]1[CH2:15][S:16][C:17]1[CH:22]=[CH:21][CH:20]=[CH:19][C:18]=1[Br:23] |f:0.1.2,3.4|. Procedure details: To a suspension of 13.8 g of anhydrous potassium carbonate in 150 ml of anhydrous n-propanol is added 33.1 g of 2-amino-1-[[(o-bromophenyl)thio]methyl]pyrimidinium chloride, portionwise, under nitrogen, at room temperature, with stirring. Subsequently, the mixture is stirred and heated under reflux for 2 hours, filtered hot, and the filtrate concentrated in vacuo. The residue is partitioned between 200 ml each of water and ether, the ether layer is separated, dried, and concentrated to give abou... Starting materials: COC(=O)C(=Cc1scnc1C(C)C)NC(=O)c1ccc(C(=O)NCc2cccc(O)c2)cc1Cl, CO, [Li+], C1CCOC1, [OH-], O, O. Yields the product CC(C)c1ncsc1C=C(NC(=O)c1ccc(C(=O)NCc2cccc(O)c2)cc1Cl)C(=O)O. As a reaction SMILES: [CH3:1][O:2][C:3]([C:4](=[CH:5][c:6]1[c:7]([CH:11]([CH3:12])[CH3:13])[n:8][cH:9][s:10]1)[NH:14][C:15]([c:16]1[c:17]([Cl:33])[cH:18][c:19]([C:22](=[O:23])[NH:24][CH2:25][c:26]2[cH:27][c:28]([OH:32])[cH:29][cH:30][cH:31]2)[cH:20][cH:21]1)=[O:34])=[O:35].[CH3:45][OH:46].[Li+:38].[O:40]1[CH2:41][CH2:42][CH2:43][CH2:44]1.[OH-:37].[OH2:36].[OH2:39]>>[O:2]=[C:3]([C:4](=[CH:5][c:6]1[c:7]([CH:11]([CH3:12])[CH3:13])[n:8][cH:9][s:10]1)[NH:14][C:15]([c:16]1[c:17]([Cl:33])[cH:18][c:19]([C:22](=[O:23])[NH:24][CH2:25][c:26]2[cH:27][c:28]([OH:32])[cH:29][cH:30][cH:31]2)[cH:20][cH:21]1)=[O:34])[OH:35]. The reactants are Cc1ccccc1, COC(=O)c1cc(CBr)ccc1CCc1ccc(F)cc1, c1ccc(P(c2ccccc2)c2ccccc2)cc1. Yields the product [Br-], COC(=O)c1cc(C[P+](c2ccccc2)(c2ccccc2)c2ccccc2)ccc1CCc1ccc(F)cc1. As a reaction SMILES: [CH3:41][c:42]1[cH:43][cH:44][cH:45][cH:46][cH:47]1.[F:1][c:2]1[cH:3][cH:4][c:5]([CH2:6][CH2:7][c:8]2[c:9]([C:10](=[O:11])[O:12][CH3:13])[cH:14][c:15]([CH2:18][Br:19])[cH:16][cH:17]2)[cH:20][cH:21]1.[c:22]1([P:28]([c:29]2[cH:30][cH:31][cH:32][cH:33][cH:34]2)[c:35]2[cH:36][cH:37][cH:38][cH:39][cH:40]2)[cH:23][cH:24][cH:25][cH:26][cH:27]1>>[Br-:19].[F:1][c:2]1[cH:3][cH:4][c:5]([CH2:6][CH2:7][c:8]2[c:9]([C:10](=[O:11])[O:12][CH3:13])[cH:14][c:15]([CH2:18][P+:28]([c:22]3[cH:23][cH:24][cH:25][cH:26][cH:27]3)([c:29]3[cH:30][cH:31][cH:32][cH:33][cH:34]3)[c:35]3[cH:36][cH:37][cH:38][cH:39][cH:40]3)[cH:16][cH:17]2)[cH:20][cH:21]1. Starting materials: CC(C)C[Al](CC(C)C)CC(C)C, Cc1ccccc1, Oc1ccccc1. Product: CC(C)C[Al](CC(C)C)Oc1ccccc1. RXN SMILES: [CH2:1]([CH:2]([CH3:3])[CH3:4])[Al:5]([CH2:6][CH:7]([CH3:8])[CH3:9])[CH2:10][CH:11]([CH3:12])[CH3:13].[CH3:21][c:22]1[cH:23][cH:24][cH:25][cH:26][cH:27]1.[OH:14][c:15]1[cH:16][cH:17][cH:18][cH:19][cH:20]1>>[Al:5]([CH2:6][CH:7]([CH3:8])[CH3:9])([CH2:10][CH:11]([CH3:12])[CH3:13])[O:14][c:15]1[cH:16][cH:17][cH:18][cH:19][cH:20]1. The reactants are solution, vinyl Grignard reagent, O1CCCC1 (tetrahydrofuran), BrC1=C(C=O)C=CC=C1 (2-bromobenzaldehyde), O1CCCC1 (tetrahydrofuran). Product: BrC1=C(C=CC=C1)C(C=C)O (1-(2-bromophenyl)prop-2-en-1-ol). Reaction SMILES: [Br:1][C:2]1[CH:9]=[CH:8][CH:7]=[CH:6][C:3]=1[CH:4]=[O:5].O1CC[CH2:12][CH2:11]1>>[Br:1][C:2]1[CH:9]=[CH:8][CH:7]=[CH:6][C:3]=1[CH:4]([OH:5])[CH:11]=[CH2:12]. Procedure details: To 2-bromobenzaldehyde (27 g; 0.146 mmol.) in dry tetrahydrofuran cooled to -78° C. in a dry ice/isopropyl alcohol bath was added 175 ml of a 1.0M solution of vinyl Grignard reagent in tetrahydrofuran dropwise and the reaction allowed to slowly warm overnight to room temperature. The reaction mixture was quenched with saturated NH4Cl and the tetrahydrofuran was concentrated off. The reaction mixture was poured into water and extracted twice with diethylether, washed with water and then brine and...